From a dataset of the Open Reaction Database (ORD), a public repository of structured organic reaction records. describe an organic reaction: reactants, conditions, products, and yield Reactants: FC1=CC=C(CC=2C3=C(N=C(N2)NC2=CC(=C(C=C2)N2C=NC(=C2)C)OC)CCSC3)C=C1 (4-(4-Fluorobenzyl)-N-(3-methoxy-4-(4-methyl-1H-imidazol-1-yl)phenyl)-7,8-dihydro-5H-thiopyrano[4,3-d]pyrimidin-2-amine), ClC1=CC(=CC=C1)C(=O)OO (meta-chloroperbenzoic acid), C(=O)(O)[O-].[Na+] (NaHCO3), O (water). Solvent: C(Cl)Cl (DCM). Yields the product FC1=CC=C(CC=2C3=C(N=C(N2)NC2=CC(=C(C=C2)N2C=NC(=C2)C)OC)CCS(C3)=O)C=C1 (4-(4-fluorobenzyl)-N-[3-methoxy-4-(4-methyl-1H-imidazol-1-yl)phenyl]-7,8-dihydro-5H-thiopyrano[4,3-d]pyrimidin-2-amine 6-oxide). The yield is 18.7%. RXN SMILES: [F:1][C:2]1[CH:33]=[CH:32][C:5]([CH2:6][C:7]2[C:8]3[CH2:31][S:30][CH2:29][CH2:28][C:9]=3[N:10]=[C:11]([NH:13][C:14]3[CH:19]=[CH:18][C:17]([N:20]4[CH:24]=[C:23]([CH3:25])[N:22]=[CH:21]4)=[C:16]([O:26][CH3:27])[CH:15]=3)[N:12]=2)=[CH:4][CH:3]=1.ClC1C=CC=C(C(OO)=[O:42])C=1.C([O-])(O)=O.[Na+].O>C(Cl)Cl>[F:1][C:2]1[CH:3]=[CH:4][C:5]([CH2:6][C:7]2[C:8]3[CH2:31][S:30](=[O:42])[CH2:29][CH2:28][C:9]=3[N:10]=[C:11]([NH:13][C:14]3[CH:19]=[CH:18][C:17]([N:20]4[CH:24]=[C:23]([CH3:25])[N:22]=[CH:21]4)=[C:16]([O:26][CH3:27])[CH:15]=3)[N:12]=2)=[CH:32][CH:33]=1 |f:2.3|. Reported procedure: 4-(4-Fluorobenzyl)-N-(3-methoxy-4-(4-methyl-1H-imidazol-1-yl)phenyl)-7,8-dihydro-5H-thiopyrano[4,3-d]pyrimidin-2-amine (254 mg, 0.55 mmol) and meta-chloroperbenzoic acid (95 mg, 0.55 mmol) was slurrified in DCM (4 mL). Saturated NaHCO3 and water were added to the reaction mixture, the organic phase was separated and the solvent was evaporated. The crude product was purified on preparative HPLC yielding 4-(4-fluorobenzyl)-N-[3-methoxy-4-(4-methyl-1H-imidazol-1-yl)phenyl]-7,8-dihydro-5H-thiopyrano... The reactants are NC=1C=C(C#N)C=C(C1Cl)N (3,5-diamino-4-chlorobenzonitrile), Base, BrCCOCCOC (1-bromo-2-(2-methoxyethoxy)ethane). The solvent is CCOC(=O)C (EtOAc), O (water), CN(C)C=O (DMF). Run at temperature 100 celsius. Yields the product NC=1C=C(C#N)C=C(C1Cl)NCCOCCOC (3-amino-4-chloro-5-((2-(2-methoxyethoxy)ethyl)amino)benzonitrile). Yield: 28.2%. As a reaction SMILES: [NH2:1][C:2]1[CH:3]=[C:4]([CH:7]=[C:8]([NH2:11])[C:9]=1[Cl:10])[C:5]#[N:6].Br[CH2:13][CH2:14][O:15][CH2:16][CH2:17][O:18][CH3:19]>CN(C=O)C.CCOC(C)=O.O>[NH2:1][C:2]1[CH:3]=[C:4]([CH:7]=[C:8]([NH:11][CH2:13][CH2:14][O:15][CH2:16][CH2:17][O:18][CH3:19])[C:9]=1[Cl:10])[C:5]#[N:6]. Procedure details: To a solution of 3,5-diamino-4-chlorobenzonitrile (220 mg, 1.313 mmol) in DMF (3 mL) was added IIlunig's Base (2.75 mL, 15.75 mmol) followed by 1-bromo-2-(2-methoxyethoxy)ethane (1442 mg, 7.88 mmol). The resulting solution was heated at 100° C. for 16 h. LC-MS indicated ca. 30% conversion. It was diluted with EtOAc and water. After separating the layers, the aqueous layer was further extracted with EtOAc. The combined organic extracts were washed with water, brine, dried over MgSO4, filtered and...